From a dataset of the Open Reaction Database (ORD), a public repository of structured organic reaction records. describe an organic reaction: reactants, conditions, products, and yield The reactants are C(C=C)S (allylmercaptan), [Na] (sodium), ClC1=CC=C(N=N1)C1=CC=CC=C1 (6-chloro-3-phenylpyridazine). Solvent: CO (methanol). Reaction conditions: time 10 minute. Yields the product C1(=CC=CC=C1)C=1N=NC(=CC1)SCC=C (3-phenyl-6-allylthiopyridazine). RXN SMILES: [Na].[CH2:2]([SH:5])[CH:3]=[CH2:4].Cl[C:7]1[N:12]=[N:11][C:10]([C:13]2[CH:18]=[CH:17][CH:16]=[CH:15][CH:14]=2)=[CH:9][CH:8]=1>CO>[C:13]1([C:10]2[N:11]=[N:12][C:7]([S:5][CH2:2][CH:3]=[CH2:4])=[CH:8][CH:9]=2)[CH:18]=[CH:17][CH:16]=[CH:15][CH:14]=1 |^1:0|. Procedure details: 0.23 g(0.01 mol) of metallic sodium was dissolved in 30 ml of absolute methanol and then mixed with 0.93 ml(0.01 mol) of allylmercaptan. To this mixture was added 1.90 g(0.01 mol) of 6-chloro-3-phenylpyridazine. The reaction solution was refluxed for 5 hours and concentrated under reduced pressure to remove methanol. 100 ml of diethyl ethers was added to the residue and vigorously stirred for 10 minutes. The materials insoluble in diethyl ether was removed and the remaining solution was washed t... The reactants are CCCCCCCCCC=1C=CC(=CC1)O (nonylphenol), C(C)(C)O (isopropyl alcohol), [OH-].[Na+] (NaOH), C(C=C)Cl (Allyl chloride). Run in O (Water). Run at time 5 hour. The product is C(C=C)CCCCCCCCCOC1=CC=CC=C1 (Allylnonylphenyl Ether). Reaction SMILES: CCC[CH2:4][CH2:5][CH2:6][CH2:7][CH2:8][CH2:9][C:10]1[CH:11]=[CH:12][C:13](O)=[CH:14][CH:15]=1.[CH:17]([OH:20])([CH3:19])[CH3:18].[OH-].[Na+].[CH2:23](Cl)[CH:24]=[CH2:25]>O>[CH2:6]([CH2:7][CH2:8][CH2:9][CH2:10][CH2:15][CH2:14][CH2:13][CH2:12][CH2:11][O:20][C:17]1[CH:19]=[CH:25][CH:24]=[CH:23][CH:18]=1)[CH:5]=[CH2:4] |f:2.3|. Procedure: Commercially available nonylphenol was mixed with 300 g isopropyl alcohol and 60 g of 50% NaOH to give a homogeneous solution. Allyl chloride (80 ml=1.2 equiv.) was added dropwise at 40° C. over 20 minutes. The mixture was digested five hours at 75° C. Water, 150 g, was added to dissolve the precipitated salt. The resulting mixture separated into two phases. The top layer was stripped of solvent to give 197 g crude product of hydroxyl value 0.19 meq/g. Conversion was calculated to be 95%.